Dataset: the Open Reaction Database (ORD), a public repository of structured organic reaction records. Task: describe an organic reaction: reactants, conditions, products, and yield Starting materials: ClCC=1N=C(OC1)C=1N=CN2C1CN(C(C1=C2C=CS1)=O)C (3-(4-chloromethyl-oxazol-2-yl)-5-methyl-5,6-dihydro-4H-imidazo[1,5-a]thieno[2,3-f][1,4]-diazepin-6-one), C(CC)NCCC (dipropylamine). Run in O1CCCC1 (tetrahydrofuran). Yields the product C(CC)N(CCC)CC=1N=C(OC1)C=1N=CN2C1CN(C(C1=C2C=CS1)=O)C (3-(4-dipropylaminomethyl-oxazol-2-yl)-5-methyl-5,6-dihydro-4H-imidazo[1,5-a]thieno[2,3-f][1,4]diazepin-6-one). Yield: 37.7%. Reaction SMILES: Cl[CH2:2][C:3]1[N:4]=[C:5]([C:8]2[N:9]=[CH:10][N:11]3[C:17]4[CH:18]=[CH:19][S:20][C:16]=4[C:15](=[O:21])[N:14]([CH3:22])[CH2:13][C:12]=23)[O:6][CH:7]=1.[CH2:23]([NH:26][CH2:27][CH2:28][CH3:29])[CH2:24][CH3:25]>O1CCCC1>[CH2:23]([N:26]([CH2:2][C:3]1[N:4]=[C:5]([C:8]2[N:9]=[CH:10][N:11]3[C:17]4[CH:18]=[CH:19][S:20][C:16]=4[C:15](=[O:21])[N:14]([CH3:22])[CH2:13][C:12]=23)[O:6][CH:7]=1)[CH2:27][CH2:28][CH3:29])[CH2:24][CH3:25]. Reported procedure: 0.167 g (0.000498 mol) of 3-(4-chloromethyl-oxazol-2-yl)-5-methyl-5,6-dihydro-4H-imidazo[1,5-a]thieno[2,3-f][1,4]-diazepin-6-one was dissolved in 20 ml of tetrahydrofuran, treated with 1.4 ml (0.0102 mol) of dipropylamine and boiled at reflux for 20 hrs. The solution was completely freed from the solvents, the residue was chromatographed over silica gel with ethyl acetate/ethanol 1:1 as the eluent and recrystallized from diisopropyl ether. There was obtained 0.075 g (38%) of 3-(4-dipropylaminome... Reactants: ClC1=C(C=C(C(=C1OC)Cl)F)[N+](=O)[O-] (2,4-dichloro-5-fluoro-3-methoxynitrobenzene), [H][H] (hydrogen). Reagents/catalysts: [Pd] (Pd/C). The solvent is CO (methanol). Product: ClC1=C(N)C=C(C(=C1OC)Cl)F (2,4-dichloro-5-fluoro-3-methoxyaniline). Yield: 93.0%. As a reaction SMILES: [Cl:1][C:2]1[C:7]([O:8][CH3:9])=[C:6]([Cl:10])[C:5]([F:11])=[CH:4][C:3]=1[N+:12]([O-])=O.[H][H]>CO.[Pd]>[Cl:1][C:2]1[C:7]([O:8][CH3:9])=[C:6]([Cl:10])[C:5]([F:11])=[CH:4][C:3]=1[NH2:12]. Procedure: 72.0 g of 2,4-dichloro-5-fluoro-3-methoxynitrobenzene (0.30 mol) and 2.65 g of Pd/C in 500 ml of methanol were hydrogenated under 3 Mpa (hydrogen pressure) at 60° C. for 3 hours. The reactant was cooled to room temperature. The catalyst was filtered out, and the solvent was evaporated to give 58.5 g of 2,4-dichloro-5-fluoro-3-methoxyaniline (0.279 mol) in 92.9% yield.